Dataset: the Open Reaction Database (ORD), a public repository of structured organic reaction records. Task: describe an organic reaction: reactants, conditions, products, and yield Reactants: Cl, Cl, CN(C(=O)N(C)C1CN(C(=O)C2CCC(N)CC2)CC1c1ccc(F)cc1)c1cc(C(F)(F)F)cc(C(F)(F)F)c1, O=C(Cl)c1ccccn1. Product: CN(C(=O)N(C)C1CN(C(=O)C2CCC(NC(=O)c3ccccn3)CC2)CC1c1ccc(F)cc1)c1cc(C(F)(F)F)cc(C(F)(F)F)c1. Reaction SMILES: [ClH:1].[ClH:43].[NH2:2][CH:3]1[CH2:4][CH2:5][CH:6]([C:9](=[O:10])[N:11]2[CH2:12][CH:13]([N:23]([C:24](=[O:25])[N:26]([CH3:27])[c:28]3[cH:29][c:30]([C:38]([F:39])([F:40])[F:41])[cH:31][c:32]([C:34]([F:35])([F:36])[F:37])[cH:33]3)[CH3:42])[CH:14]([c:16]3[cH:17][cH:18][c:19]([F:22])[cH:20][cH:21]3)[CH2:15]2)[CH2:7][CH2:8]1.[n:44]1[c:45]([C:50](=[O:51])[Cl:52])[cH:46][cH:47][cH:48][cH:49]1>>[NH:2]([CH:3]1[CH2:4][CH2:5][CH:6]([C:9](=[O:10])[N:11]2[CH2:12][CH:13]([N:23]([C:24](=[O:25])[N:26]([CH3:27])[c:28]3[cH:29][c:30]([C:38]([F:39])([F:40])[F:41])[cH:31][c:32]([C:34]([F:35])([F:36])[F:37])[cH:33]3)[CH3:42])[CH:14]([c:16]3[cH:17][cH:18][c:19]([F:22])[cH:20][cH:21]3)[CH2:15]2)[CH2:7][CH2:8]1)[C:50]([c:45]1[n:44][cH:49][cH:48][cH:47][cH:46]1)=[O:51]. Starting materials: FC(C=1C=C(CCl)C=CC1)(F)F (3-Trifiuoromethylbenzylchloride), P(OCC)(OCC)OCC (triethyl phosphite), N#N (N2). Run at temperature 160 celsius. Yields the product FC(C=1C=C(C=CC1)CP(OCC)(OCC)=O)(F)F (O,O-Diethyl 3-Trifluoromethylphenylmethylphosphonate). As a reaction SMILES: [F:1][C:2]([F:12])([F:11])[C:3]1[CH:4]=[C:5]([CH:8]=[CH:9][CH:10]=1)[CH2:6]Cl.[P:13]([O:20]CC)([O:17][CH2:18][CH3:19])[O:14][CH2:15][CH3:16].N#N>>[F:1][C:2]([F:12])([F:11])[C:3]1[CH:4]=[C:5]([CH2:6][P:13](=[O:20])([O:17][CH2:18][CH3:19])[O:14][CH2:15][CH3:16])[CH:8]=[CH:9][CH:10]=1. Procedure details: 3-Trifiuoromethylbenzylchloride (50 g, 257 mmol) and triethyl phosphite (53.4 g, 321 mmol) were combined,under N2, and heated to 160° C. for 18 hours. The reaction mixture was distillated at 105°-110° C. to give 69.5 g (91.3%) of analytically pure product as a colorless oil. 300 MHz 1H NMR (CDCl3): δ, 3.20 (d,2H, J=21.78 Hz, PCH2). MS: 297 (M+1).